Dataset: the Open Reaction Database (ORD), a public repository of structured organic reaction records. Task: describe an organic reaction: reactants, conditions, products, and yield Reactants: C, CCOC(=O)C(C)NCc1cccc(C)c1[N+](=O)[O-], CCO, [H][H], [Pd]. Product: CCOC(=O)C(C)NCc1cccc(C)c1N. Reaction SMILES: [C:25].[CH2:1]([CH3:2])[O:3][C:4]([CH:5]([NH:6][CH2:7][c:8]1[c:9]([N+:15]([O-:16])=[O:17])[c:10]([CH3:14])[cH:11][cH:12][cH:13]1)[CH3:18])=[O:19].[CH3:22][CH2:23][OH:24].[H:20][H:21].[Pd:26]>>[CH2:1]([CH3:2])[O:3][C:4]([CH:5]([NH:6][CH2:7][c:8]1[c:9]([NH2:15])[c:10]([CH3:14])[cH:11][cH:12][cH:13]1)[CH3:18])=[O:19]. Reactants: CO (methanol), ClC1=CC2=C(OC(OC2)(C)C)C(=C1)C(O)C=1N=CN(C1)C(C1=CC=CC=C1)(C1=CC=CC=C1)C1=CC=CC=C1 (alpha-(6-chloro-2,2-dimethyl-4H-1,3-benzodioxin-8-yl)-1-triphenylmethyl-1H-imidazole-4-methanol), [Na] (sodium), [Cl-].[NH4+] (ammonium chloride). Run in C1(=CC=CC=C1)C (toluene), N (ammonia), C1(=CC=CC=C1)C (toluene). Yields the product CC1(OCC2=C(O1)C(=CC=C2)C(O)C=2N=CNC2)C (alpha-(2,2-dimethyl-4H-1,3-benzodioxin-8-yl)-1H-imidazole-4-methanol). Yield: 33.6%. As a reaction SMILES: [Na].Cl[C:3]1[CH:14]=[C:13]([CH:15]([C:17]2[N:18]=[CH:19][N:20](C(C3C=CC=CC=3)(C3C=CC=CC=3)C3C=CC=CC=3)[CH:21]=2)[OH:16])[C:6]2[O:7][C:8]([CH3:12])([CH3:11])[O:9][CH2:10][C:5]=2[CH:4]=1.[Cl-].[NH4+].CO>N.C1(C)C=CC=CC=1>[CH3:11][C:8]1([CH3:12])[O:7][C:6]2[C:13]([CH:15]([C:17]3[N:18]=[CH:19][NH:20][CH:21]=3)[OH:16])=[CH:14][CH:3]=[CH:4][C:5]=2[CH2:10][O:9]1 |f:2.3,^1:0|. Reported procedure: 5.75 g (0.25 mole) of sodium are added piece by piece to a suspension of 21.46 g (0.04 mole) of alpha-(6-chloro-2,2-dimethyl-4H-1,3-benzodioxin-8-yl)-1-triphenylmethyl-1H-imidazole-4-methanol (prepared in Example 1.C.3.) in 2 liters of ammonia and 200 ml of toluene. stirring is maintained for 40 minutes, then the reaction mixture is decomposed by the addition of 6.42 g (0.12 mole) of ammonium chloride. 500 ml of toluene containing 10% of methanol are added thereto, the ammonia is evaporated and ... The reactants are O (H2O), HgSO4, O1C(C#C)(C1)C1=CC=C(C=C1)F (3,4-epoxy-3-(4'-fluorophenyl)-1-butyne). Run in OS(=O)(=O)O (H2SO4), C(C)O (ethanol). Run at temperature 23 celsius. Product: FC1=CC=C(C=C1)C=1OC=CC1 (2-(4'-fluorophenyl)furan). The yield is 57.7%. As a reaction SMILES: [O:1]1[CH2:5][C:2]1([C:6]1[CH:11]=[CH:10][C:9]([F:12])=[CH:8][CH:7]=1)[C:3]#[CH:4].O>OS(O)(=O)=O.C(O)C>[F:12][C:9]1[CH:8]=[CH:7][C:6]([C:2]2[O:1][CH:5]=[CH:4][CH:3]=2)=[CH:11][CH:10]=1. Procedure: To a solution of 0.7 g HgSO4 in 40 mL of 2N H2SO4 was added 5.0 g (31 mmol) of the 3,4-epoxy-3-(4'-fluorophenyl)-1-butyne in 40 mL of absolute ethanol, dropwise. The reaction mixture was refluxed for 0.25 hour and cooled to 23° C. After addition to 50 mL of H2O, the aqueous phase was extracted twice with hexanes. The hexane layers were combined, dried (MgSO4) and concentrated under reduced pressure. Sublimation (90° C. at 0.2 mmHg) of the residue yielded 2.9 g (58%) of the 2-(4'-fluorophenyl)fur...